This data is from the Open Reaction Database (ORD), a public repository of structured organic reaction records. The task is: describe an organic reaction: reactants, conditions, products, and yield The reactants are N1CCCCC1 (Piperidine), FC(C1=C(C=O)C=CC=C1)(F)F (2-trifluoromethylbenzaldehyde), C(CC(=O)C)(=O)OCC (ethyl acetoacetate), [OH-].[K+] (Potassium hydroxide), C(C)O (Ethanol). Run at time 4 day. The product is FC(C1=C(C=CC=C1)C(CC(=O)O)CC(=O)O)(F)F (3-(2-trifluoromethylphenyl)pentanedioic acid). As a reaction SMILES: N1CCCCC1.[F:7][C:8]([F:18])([F:17])[C:9]1[CH:16]=[CH:15][CH:14]=[CH:13][C:10]=1[CH:11]=O.[C:19]([O:25]CC)(=[O:24])[CH2:20]C(C)=O.[OH-:28].[K+].[CH2:30]([OH:32])[CH3:31]>>[F:7][C:8]([F:18])([F:17])[C:9]1[CH:16]=[CH:15][CH:14]=[CH:13][C:10]=1[CH:11]([CH2:20][C:19]([OH:25])=[O:24])[CH2:31][C:30]([OH:28])=[O:32] |f:3.4|. Procedure details: Piperidine (1.0 mL) was added to 2-trifluoromethylbenzaldehyde (5.0 g) and ethyl acetoacetate (7.27 mL) at 0° C. Then, the mixture was brought to room temperature and stirred for four days. Ethanol (50 mL) was added to the resulting reaction mixture, which was stirred with refluxing for five hours. Concentration under reduced pressure gave an oil. The resulting oil was simply purified by silica gel column chromatography (mobile phase:ethyl acetate/heptane=0 to 40%). Although the oil (7.81 g) con... Starting materials: CCN1C(=O)C(C)(C)Oc2cc(C)c(-c3cc(C=CC(=O)OC(C)(C)C)ccc3OC(F)(F)F)cc21, ClCCl, O=C(O)C(F)(F)F. Yields the product CCN1C(=O)C(C)(C)Oc2cc(C)c(-c3cc(C=CC(=O)O)ccc3OC(F)(F)F)cc21. Reaction SMILES: [C:1]([CH3:2])([CH3:3])([CH3:4])[O:5][C:6]([CH:7]=[CH:8][c:9]1[cH:10][c:11](-[c:20]2[c:21]([CH3:35])[cH:22][c:23]3[c:24]([cH:34]2)[N:25]([CH2:32][CH3:33])[C:26](=[O:31])[C:27]([CH3:29])([CH3:30])[O:28]3)[c:12]([O:15][C:16]([F:17])([F:18])[F:19])[cH:13][cH:14]1)=[O:36].[Cl:37][CH2:38][Cl:39].[F:40][C:41]([F:42])([F:43])[C:44]([OH:45])=[O:46]>>[O:5]=[C:6]([CH:7]=[CH:8][c:9]1[cH:10][c:11](-[c:20]2[c:21]([CH3:35])[cH:22][c:23]3[c:24]([cH:34]2)[N:25]([CH2:32][CH3:33])[C:26](=[O:31])[C:27]([CH3:29])([CH3:30])[O:28]3)[c:12]([O:15][C:16]([F:17])([F:18])[F:19])[cH:13][cH:14]1)[OH:36]. Reactants: [BH4-], CCO, COC(=O)CCCC#CCN1C(=O)CCCC1CO, Cl[Ni]Cl, [H][H], [Na+]. Yields the product COC(=O)CCCC=CCN1C(=O)CCCC1CO. As a reaction SMILES: [BH4-:1].[CH3:24][CH2:25][OH:26].[CH3:3][O:4][C:5]([CH2:6][CH2:7][CH2:8][C:9]#[C:10][CH2:11][N:12]1[CH:13]([CH2:19][OH:20])[CH2:14][CH2:15][CH2:16][C:17]1=[O:18])=[O:21].[Cl:27][Ni:28][Cl:29].[H:22][H:23].[Na+:2]>>[CH3:3][O:4][C:5]([CH2:6][CH2:7][CH2:8][CH:9]=[CH:10][CH2:11][N:12]1[CH:13]([CH2:19][OH:20])[CH2:14][CH2:15][CH2:16][C:17]1=[O:18])=[O:21]. Starting materials: hexanes EtOAc, CCOC(=O)/N=N/C(=O)OCC (DEAD), C(=O)(OC(C)(C)C)N1[C@@H](CC1)CO (1-BOC-2-(S)-azetidinemethanol), CI NH3, CCOC(=O)/N=N/C(=O)OCC (diethylazodicarboxylate), BrC=1C(=NC=C(C1)O)C (3-bromo-5-hydroxy-2-methylpyridine), C1(=CC=CC=C1)P(C1=CC=CC=C1)C1=CC=CC=C1 (Triphenylphosphine). Run in C1CCOC1 (THF). Conditions: temperature 0 celsius, time 3 day. Product: C(=O)(OC(C)(C)C)N1[C@@H](CC1)COC=1C=NC(=C(C1)Br)C (3-(1-BOC-2-(S)-azetidinylmethoxy)-5-bromo-6-methyl-pyridine). The yield is 70.0%. RXN SMILES: C1(P(C2C=CC=CC=2)C2C=CC=CC=2)C=CC=CC=1.CCOC(/N=N/C(OCC)=O)=O.[Br:32][C:33]1[C:34]([CH3:40])=[N:35][CH:36]=[C:37]([OH:39])[CH:38]=1.[C:41]([N:48]1[CH2:51][CH2:50][C@H:49]1[CH2:52]O)([O:43][C:44]([CH3:47])([CH3:46])[CH3:45])=[O:42]>C1COCC1>[C:41]([N:48]1[CH2:51][CH2:50][C@H:49]1[CH2:52][O:39][C:37]1[CH:36]=[N:35][C:34]([CH3:40])=[C:33]([Br:32])[CH:38]=1)([O:43][C:44]([CH3:47])([CH3:46])[CH3:45])=[O:42]. Procedure: Triphenylphosphine (6.3 g, 24 mmol) was dissolved in THF (100 mL), cooled to 0° C. and treated with diethylazodicarboxylate (3.8 mL, 24 mmol) for 15 min. Then the compound of 196d (3 g, 16 mmol) followed by 1-BOC-2-(S)-azetidinemethanol (3.4 g, 18 mmol) was added and the reaction was allowed to warm slowly to ambient temperature. After 3 days, the solvent was evaporated and the crude residue was chromatographed (silica gel; hexanes/EtOAc, 4:1) to provide an oil. The product was contaminated with...